From a dataset of the Open Reaction Database (ORD), a public repository of structured organic reaction records. describe an organic reaction: reactants, conditions, products, and yield Reactants: CC(=O)c1csc(-c2ccc(C(F)(F)F)cc2)c1O, COC(=O)c1ccc(C(=O)NN)s1. The product is COC(=O)c1ccc(C(=O)NN=C(C)c2csc(-c3ccc(C(F)(F)F)cc3)c2O)s1. RXN SMILES: [F:1][C:2]([c:3]1[cH:4][cH:5][c:6](-[c:9]2[s:10][cH:11][c:12]([C:15](=[O:16])[CH3:17])[c:13]2[OH:14])[cH:7][cH:8]1)([F:18])[F:19].[NH:20]([NH2:21])[C:22](=[O:23])[c:24]1[cH:25][cH:26][c:27]([C:29](=[O:30])[O:31][CH3:32])[s:28]1>>[F:1][C:2]([c:3]1[cH:4][cH:5][c:6](-[c:9]2[s:10][cH:11][c:12]([C:15]([CH3:17])=[N:21][NH:20][C:22](=[O:23])[c:24]3[cH:25][cH:26][c:27]([C:29](=[O:30])[O:31][CH3:32])[s:28]3)[c:13]2[OH:14])[cH:7][cH:8]1)([F:18])[F:19]. Starting materials: C(C)(C)(C)OC(C1=CC=C(C=C1)CNC(C(N1C(C2N(CC=3C=CC=CC3C2)C(C1CC1CCCCC1)=O)=O)C1=CC=C(C=C1)C#N)=O)=O (4-{[2-(4-cyano-phenyl)-2-(3-cyclohexylmethyl-1,4-dioxo-1,3,4,6,11,11a-hexahydro-pyrazino[1,2-b]isoquinolin-2-yl)-acetylamino]-methyl}-benzoic acid tert-butyl ester), C(Cl)Cl.C(F)(F)(F)C(=O)O (CH2Cl2 CF3CO2H). The product is C(#N)C1=CC=C(C=C1)C(C(=O)NCC1=CC=C(C(=O)O)C=C1)N1C(C2N(CC=3C=CC=CC3C2)C(C1CC1CCCCC1)=O)=O (4-{[2-(4-cyano-phenyl)-2-(3-cyclohexylmethyl-1,4-dioxo-1,3,4,6,11,11a-hexahydro-pyrazino[1,2-b]isoquinolin-2-yl)-acetylamino]-methyl}-benzoic acid). The yield is 100.0%. RXN SMILES: C([O:5][C:6](=[O:49])[C:7]1[CH:12]=[CH:11][C:10]([CH2:13][NH:14][C:15](=[O:48])[CH:16]([C:40]2[CH:45]=[CH:44][C:43]([C:46]#[N:47])=[CH:42][CH:41]=2)[N:17]2[CH:30]([CH2:31][CH:32]3[CH2:37][CH2:36][CH2:35][CH2:34][CH2:33]3)[C:29](=[O:38])[N:20]3[CH2:21][C:22]4[CH:23]=[CH:24][CH:25]=[CH:26][C:27]=4[CH2:28][CH:19]3[C:18]2=[O:39])=[CH:9][CH:8]=1)(C)(C)C.C(Cl)Cl.C(C(O)=O)(F)(F)F>>[C:46]([C:43]1[CH:44]=[CH:45][C:40]([CH:16]([N:17]2[CH:30]([CH2:31][CH:32]3[CH2:33][CH2:34][CH2:35][CH2:36][CH2:37]3)[C:29](=[O:38])[N:20]3[CH2:21][C:22]4[CH:23]=[CH:24][CH:25]=[CH:26][C:27]=4[CH2:28][CH:19]3[C:18]2=[O:39])[C:15]([NH:14][CH2:13][C:10]2[CH:9]=[CH:8][C:7]([C:6]([OH:49])=[O:5])=[CH:12][CH:11]=2)=[O:48])=[CH:41][CH:42]=1)#[N:47] |f:1.2|. Procedure details: The above-described cyclized products 4-{[2-(4-cyano-phenyl)-2-(3-cyclohexylmethyl-1,4-dioxo-1,3,4,6,11,11a-hexahydro-pyrazino[1,2-b]isoquinolin-2-yl)-acetylamino]-methyl}-benzoic acid tert-butyl ester (diastereomers A and B) were treated with a 1:1 CH2Cl2 /CF3CO2H solution according to General Method 3 to afford 27 mg (100%) of 4-{[2-(4-cyano-phenyl)-2-(3-cyclohexylmethyl-1,4-dioxo-1,3,4,6,11,11a-hexahydro-pyrazino[1,2-b]isoquinolin-2-yl)-acetylamino]-methyl}-benzoic acid (diastereomer A) and 3...